The task is: describe an organic reaction: reactants, conditions, products, and yield. This data is from the Open Reaction Database (ORD), a public repository of structured organic reaction records. Reactants: COCc1nc(-c2ccccc2)sc1C(=O)OC, CNOC, C[Al+]C, [Cl-], ClCCl, Cl. Yields the product COCc1nc(-c2ccccc2)sc1C(=O)N(C)OC. RXN SMILES: [CH3:10][O:11][C:12](=[O:13])[c:14]1[c:15]([CH2:25][O:26][CH3:27])[n:16][c:17](-[c:19]2[cH:20][cH:21][cH:22][cH:23][cH:24]2)[s:18]1.[CH3:2][NH:3][O:4][CH3:5].[CH3:7][Al+:8][CH3:9].[Cl-:6].[Cl:28][CH2:29][Cl:30].[ClH:1]>>[CH3:2][N:3]([O:4][CH3:5])[C:12](=[O:13])[c:14]1[c:15]([CH2:25][O:26][CH3:27])[n:16][c:17](-[c:19]2[cH:20][cH:21][cH:22][cH:23][cH:24]2)[s:18]1. Reactants: C(C=C)OC(C(=O)N1C([C@@H]([C@H]1[C@@H](C)C(=S)SC)[C@@H](C)O[Si](C)(C)C(C)(C)C)=O)=O ((3S,4S)-1-(allyloxyoxalyl)-3-[(1R)-1-(tert-butyldimethylsilyloxy)ethyl]-4-[(1R)-1-{(methylthio)thiocarbonyl}ethyl]-2-oxoazetidine), C(C=C)OC(C(=O)N1C([C@@H]([C@H]1[C@H](C)C(=S)SC)[C@@H](C)O[Si](C)(C)C(C)(C)C)=O)=O ((3S,4S)-1-(allyloxyoxalyl)-3-[(1R)-1-(tert-butyldimethylsilyloxy)ethyl]-4-[(1S)-1-{(methylthio)thiocarbonyl}ethyl]-2-oxoazetidine), P(OCC)(OCC)OCC (triethyl phosphite). Run in C1(=CC=CC=C1)C (toluene). Yields the product [Si](C)(C)(C(C)(C)C)O[C@H](C)[C@@H]1[C@H]2[C@H](C(=C(N2C1=O)C(=O)OCC=C)SC)C (allyl (4R,5S,6S)-6-[(1R)-1-(tert-butyldimethylsilyloxy)ethyl]-4-methyl-3-methylthio-7-oxo-1-azabicyclo[3.2.0]hept-2-ene-2-carboxylate). Isolated yield 13.2%. RXN SMILES: P(OCC)(OCC)OCC.[CH2:11]([O:14][C:15](=[O:39])[C:16]([N:18]1[C@H:21]([C@H:22]([C:24]([S:26][CH3:27])=S)[CH3:23])[C@@H:20]([C@H:28]([O:30][Si:31]([C:34]([CH3:37])([CH3:36])[CH3:35])([CH3:33])[CH3:32])[CH3:29])[C:19]1=[O:38])=O)[CH:12]=[CH2:13].C(OC(=O)C(N1[C@H]([C@@H](C(SC)=S)C)[C@@H]([C@H](O[Si](C(C)(C)C)(C)C)C)C1=O)=O)C=C>C1(C)C=CC=CC=1>[Si:31]([O:30][C@@H:28]([C@H:20]1[C:19](=[O:38])[N:18]2[C@@H:21]1[C@@H:22]([CH3:23])[C:24]([S:26][CH3:27])=[C:16]2[C:15]([O:14][CH2:11][CH:12]=[CH2:13])=[O:39])[CH3:29])([C:34]([CH3:35])([CH3:37])[CH3:36])([CH3:32])[CH3:33]. Procedure: A mixture of triethyl phosphite (1.43 g), toluene (3 ml) and a mixture (1.0 g) of (3S,4S)-1-(allyloxyoxalyl)-3-[(1R)-1-(tert-butyldimethylsilyloxy)ethyl]-4-[(1R)-1-{(methylthio)thiocarbonyl}ethyl]-2-oxoazetidine and (3S,4S)-1-(allyloxyoxalyl)-3-[(1R)-1-(tert-butyldimethylsilyloxy)ethyl]-4-[(1S)-1-{(methylthio)thiocarbonyl}ethyl]-2-oxoazetidine was heated at 80° C. for 26 hours and then refluxed for 16 hours. After removal of the solvent, the residue was dissolved in hexane, washed with water, dr...